Dataset: the Open Reaction Database (ORD), a public repository of structured organic reaction records. Task: describe an organic reaction: reactants, conditions, products, and yield The reactants are C1(=CC=C(C=C1)S(=O)(=O)NC(=O)NCCC1=CC=C(C=C1)N1C(=NC=2C1=NC(=CC2C)C)CC)C2=CC=CC=C2 (3-{4-[2-({[(4-BIPHENYLSULFONYL)AMINO]CARBONYL}AMINO)ETHYL]PHENYL}-2-ETHYL-5,7-DIMETHYL-3H-IMIDAZO[4,5-b]PYRIDINE), C1=C(C=CC2=CC=CC=C12)S(=O)(=O)N (2-naphtylsulfonamide). The product is C(C)C1=NC=2C(=NC(=CC2C)C)N1C1=CC=C(C=C1)CCNC(=O)NS(=O)(=O)C1=CC2=CC=CC=C2C=C1 (2-ETHYL-5,7-DIMETHYL-3-{4-[2-({[(2-NAPHTHYLSULFONYL)AMINO]CARBONYL}AMINO)ETHYL]PHENYL}-3H-IMIDAZO[4,5-b]PYRIDINE). Reaction SMILES: [C:1]1([C:35]2C=C[CH:38]=[CH:37][CH:36]=2)[CH:6]=[CH:5][C:4]([S:7]([NH:10][C:11]([NH:13][CH2:14][CH2:15][C:16]2[CH:21]=[CH:20][C:19]([N:22]3[C:26]4=[N:27][C:28]([CH3:32])=[CH:29][C:30]([CH3:31])=[C:25]4[N:24]=[C:23]3[CH2:33][CH3:34])=[CH:18][CH:17]=2)=[O:12])(=[O:9])=[O:8])=[CH:3][CH:2]=1.C1C2C(=CC=CC=2)C=CC=1S(N)(=O)=O>>[CH2:33]([C:23]1[N:22]([C:19]2[CH:18]=[CH:17][C:16]([CH2:15][CH2:14][NH:13][C:11]([NH:10][S:7]([C:4]3[CH:5]=[CH:6][C:1]4[C:2](=[CH:38][CH:37]=[CH:36][CH:35]=4)[CH:3]=3)(=[O:8])=[O:9])=[O:12])=[CH:21][CH:20]=2)[C:26]2=[N:27][C:28]([CH3:32])=[CH:29][C:30]([CH3:31])=[C:25]2[N:24]=1)[CH3:34]. Reported procedure: The title compound was prepared according to the procedure described in step 2 of Example 18 from phenyl 2-[4-(2-ethyl-5,7-dimethyl-3H-imidazo[4,5-b]pyridin-3-yl)phenyl]ethylcarbamate (step 1 of Example 18) and 2-naphtylsulfonamide. The reactants are C(C)(C)(C)OC(=O)N([C@@H](C(=O)O)C)C ((2R)-2-{[(tert-butoxy)carbonyl](methyl)amino}propanoic acid), C(C)(C)(C)OC(=O)NO (N-tert-butoxycarbonyl hydroxylamine). Yields the product C(C)(C)(C)OC(=O)N([C@@H](C(=O)ONC(=O)OC(C)(C)C)C)C ([(tert-Butoxy)carbonyl]amino (2R)-2-{[(tert-butoxy)carbonyl](methyl)amino}propanoate). Reaction SMILES: [C:1]([O:5][C:6]([N:8]([CH3:14])[C@H:9]([CH3:13])[C:10]([OH:12])=[O:11])=[O:7])([CH3:4])([CH3:3])[CH3:2].[C:15]([O:19][C:20]([NH:22]O)=[O:21])([CH3:18])([CH3:17])[CH3:16]>>[C:1]([O:5][C:6]([N:8]([CH3:14])[C@H:9]([CH3:13])[C:10]([O:12][NH:22][C:20]([O:19][C:15]([CH3:18])([CH3:17])[CH3:16])=[O:21])=[O:11])=[O:7])([CH3:4])([CH3:3])[CH3:2]. Procedure: [(tert-Butoxy)carbonyl]amino (2R)-2-{[(tert-butoxy)carbonyl](methyl)amino}propanoate is prepared from (2R)-2-{[(tert-butoxy)carbonyl](methyl)amino}propanoic acid and N-tert-butoxycarbonyl hydroxylamine according to Scheme 6. The compound exists as rotomers and is reported as such. (0.95 g, 60%), 1H NMR (500 MHz, CHLOROFORM-d) δ ppm 7.81-7.95 (1H, m), 4.60-5.04 (1H, m), 2.85-2.93 (3H, m), 1.40-1.54 (18H, m), 1.22-1.33 (3H, m). Yields the product C1(=CC=CC=C1)C(N1CC(C1)C(C(C)(C)F)C=1C=C(C=C(C1)F)C1=NN=NN1C)C1=CC=CC=C1 (5-(3-{1-[1-(diphenylmethyl)azetidin-3-yl]-2-fluoro-2-methylpropyl}-5-fluorophenyl)-1-methyl-1H-tetrazole). The solvent is CC#N (MeCN). Reaction SMILES: [C:1]1([CH:7]([C:29]2[CH:34]=[CH:33][CH:32]=[CH:31][CH:30]=2)[N:8]2[CH2:11][CH:10]([CH:12]([C:17]3[CH:18]=[C:19]([C:24]4[NH:28][N:27]=[N:26][N:25]=4)[CH:20]=[C:21]([F:23])[CH:22]=3)[C:13]([F:16])([CH3:15])[CH3:14])[CH2:9]2)[CH:6]=[CH:5][CH:4]=[CH:3][CH:2]=1.CI.[CH3:37]CN(C(C)C)C(C)C>CC#N>[C:29]1([CH:7]([C:1]2[CH:6]=[CH:5][CH:4]=[CH:3][CH:2]=2)[N:8]2[CH2:11][CH:10]([CH:12]([C:17]3[CH:18]=[C:19]([C:24]4[N:28]([CH3:37])[N:27]=[N:26][N:25]=4)[CH:20]=[C:21]([F:23])[CH:22]=3)[C:13]([F:16])([CH3:15])[CH3:14])[CH2:9]2)[CH:34]=[CH:33][CH:32]=[CH:31][CH:30]=1. Reactants: C1(=CC=CC=C1)C(N1CC(C1)C(C(C)(C)F)C=1C=C(C=C(C1)F)C1=NN=NN1)C1=CC=CC=C1 (5-(3-{1-[1-(diphenylmethyl)azetidin-3-yl]-2-fluoro-2-methylpropyl}-5-fluorophenyl)-1H-tetrazole), CI (methyl iodide), CCN(C(C)C)C(C)C (DIEA). Procedure: The reaction of mixture of 1.31 g (2.85 mmol) 5-(3-{1-[1-(diphenylmethyl)azetidin-3-yl]-2-fluoro-2-methylpropyl}-5-fluorophenyl)-1H-tetrazole, 0.36 mL (5.70 mmol) methyl iodide, and 1.77 mL (9.97 mmol) DIEA in 8 mL MeCN was heated to reflux for 2.5 h. Then it was concentrated to remove the solvents. Then it was added 20 mL of CH2Cl2 and 5 mL of water and adjust pH=7-8 with aq NaHCO3. The water layer was extracted with CH2Cl2, and the combined organic layer was concentrated. The residue was separ... Reactants: ethyl imino-ester hydrochloride, C(#N)C1=CC=C(OCCCCCCCC2=CC(=NO2)C)C=C1 (5-[7-(4-cyanophenoxy)heptyl]-3-methylisoxazole), NCC(CO)O (3-amino-1,2-propanediol), CC1=CC(=NO1)CCC(=O)O (5-Methyl-3-isoxazolepropanoic acid). Yields the product OCC1CN=C(O1)C1=CC=C(OCCCCCCCC2=CC(=NO2)C)C=C1 (5-{7-[4-(4,5-Dihydro-5-hydroxymethyl-2-oxazolyl)phenoxy]heptyl}-3-methylisoxazole). Isolated yield 60.0%. RXN SMILES: [C:1]([C:3]1[CH:22]=[CH:21][C:6]([O:7][CH2:8][CH2:9][CH2:10][CH2:11][CH2:12][CH2:13][CH2:14][C:15]2[O:19][N:18]=[C:17]([CH3:20])[CH:16]=2)=[CH:5][CH:4]=1)#[N:2].N[CH2:24][CH:25]([OH:28])[CH2:26][OH:27].CC1ON=C(CCC(O)=O)C=1>>[OH:27][CH2:26][CH:25]1[O:28][C:1]([C:3]2[CH:4]=[CH:5][C:6]([O:7][CH2:8][CH2:9][CH2:10][CH2:11][CH2:12][CH2:13][CH2:14][C:15]3[O:19][N:18]=[C:17]([CH3:20])[CH:16]=3)=[CH:21][CH:22]=2)=[N:2][CH2:24]1. Procedure: 5-{7-[4-(4,5-Dihydro-5-hydroxymethyl-2-oxazolyl)phenoxy]heptyl}-3-methylisoxazole [IX; R=CH3, R1, R2, R3, R4 and R5 =H, R6 =CH2OH, Y=(CH2)7, oxazole at 4-position] was prepared from the ethyl imino-ester hydrochloride of 5-[7-(4-cyanophenoxy)heptyl]-3-methylisoxazole and 3-amino-1,2-propanediol according to the procedure of Example 1, part (c), and was obtained in about 60% yield in the form of a colorless solid, m.p. 75°-76° C., when recrystallized first from isopropyl acetate and then from ace... Reactants: CO, Cl, C[Si](C)(C)CCOCOc1cc(COC2CN(C(=O)OCC[Si](C)(C)C)CCC2c2ccc(F)cc2)cc2ccccc12. The product is C[Si](C)(C)CCOC(=O)N1CCC(c2ccc(F)cc2)C(OCc2cc(O)c3ccccc3c2)C1. As a reaction SMILES: [CH3:45][OH:46].[ClH:44].[F:1][c:2]1[cH:3][cH:4][c:5]([CH:8]2[CH:9]([O:23][CH2:24][c:25]3[cH:26][c:27]4[cH:28][cH:29][cH:30][cH:31][c:32]4[c:33]([O:35][CH2:36][O:37][CH2:38][CH2:39][Si:40]([CH3:41])([CH3:42])[CH3:43])[cH:34]3)[CH2:10][N:11]([C:14](=[O:15])[O:16][CH2:17][CH2:18][Si:19]([CH3:20])([CH3:21])[CH3:22])[CH2:12][CH2:13]2)[cH:6][cH:7]1>>[F:1][c:2]1[cH:3][cH:4][c:5]([CH:8]2[CH:9]([O:23][CH2:24][c:25]3[cH:26][c:27]4[cH:28][cH:29][cH:30][cH:31][c:32]4[c:33]([OH:35])[cH:34]3)[CH2:10][N:11]([C:14](=[O:15])[O:16][CH2:17][CH2:18][Si:19]([CH3:20])([CH3:21])[CH3:22])[CH2:12][CH2:13]2)[cH:6][cH:7]1. Reactants: C1(=CC=CC=C1)NC(=S)N (phenyl thiourea), N1C=NC=C1 (imidazole), ClC1=C(C(=C(C=C1)NC(=S)NC1=C(C=CC=C1)C)O)S(=O)(=O)N(C)C (N-[4-Chloro-2-hydroxy-3-[N″,N″-dimethylaminosulfonyl]phenyl]-N′-(2-methylphenyl)thiourea), [Si](C)(C)(C(C)(C)C)Cl (tert-butyldimethylsilyl chloride). Product: CC1=C(C=CC=C1)NC(=S)NC1=C(C(=C(C=C1)Cl)S(=O)(=O)N(C)C)O[Si](C)(C)C(C)(C)C (N-(2-Methylphenyl)-N′-[4-chloro-2-tert-butyldimethylsilyloxy-3-(N″,N″-dimethylaminosulfonyl)phenyl]thiourea). The yield is 57.4%. As a reaction SMILES: C1(NC(N)=S)C=CC=CC=1.[Cl:11][C:12]1[CH:17]=[CH:16][C:15]([NH:18][C:19]([NH:21][C:22]2[CH:27]=[CH:26][CH:25]=[CH:24][C:23]=2[CH3:28])=[S:20])=[C:14]([OH:29])[C:13]=1[S:30]([N:33]([CH3:35])[CH3:34])(=[O:32])=[O:31].[Si:36](Cl)([C:39]([CH3:42])([CH3:41])[CH3:40])([CH3:38])[CH3:37].N1C=CN=C1>>[CH3:28][C:23]1[CH:24]=[CH:25][CH:26]=[CH:27][C:22]=1[NH:21][C:19]([NH:18][C:15]1[CH:16]=[CH:17][C:12]([Cl:11])=[C:13]([S:30]([N:33]([CH3:34])[CH3:35])(=[O:32])=[O:31])[C:14]=1[O:29][Si:36]([C:39]([CH3:42])([CH3:41])[CH3:40])([CH3:38])[CH3:37])=[S:20]. Reported procedure: Following the general procedure for protected phenyl thiourea formation outlined in example 12, N-[4-Chloro-2-hydroxy-3-[N″,N″-dimethylaminosulfonyl]phenyl]-N′-(2-methylphenyl)thiourea (557 mg, 1.39 mmol), tert-butyldimethylsilyl chloride (1.04 mg, 6.95 mmol) and imidazole (189 mg, 2.78 mmol) were reacted to form the desired product (410 mg, 57%). EI-MS m/z 514.2 (M+). Reactants: C(=NC1CCCCC1)=NC1CCCCC1, NCCCO, C1CCOC1, C1COCCO1, O=C1CCC(=O)N1O, O=C(O)C=Cc1cccnc1. The product is O=C(C=Cc1cccnc1)NCCCO. As a reaction SMILES: [CH:20]1([N:21]=[C:22]=[N:23][CH:24]2[CH2:25][CH2:26][CH2:27][CH2:28][CH2:29]2)[CH2:30][CH2:31][CH2:32][CH2:33][CH2:34]1.[NH2:35][CH2:36][CH2:37][CH2:38][OH:39].[O:40]1[CH2:41][CH2:42][CH2:43][CH2:44]1.[O:45]1[CH2:46][CH2:47][O:48][CH2:49][CH2:50]1.[OH:12][N:13]1[C:14](=[O:15])[CH2:16][CH2:17][C:18]1=[O:19].[n:1]1[cH:2][c:3]([CH:7]=[CH:8][C:9](=[O:10])[OH:11])[cH:4][cH:5][cH:6]1>>[n:1]1[cH:2][c:3]([CH:7]=[CH:8][C:9](=[O:11])[NH:35][CH2:36][CH2:37][CH2:38][OH:39])[cH:4][cH:5][cH:6]1.